From a dataset of the Open Reaction Database (ORD), a public repository of structured organic reaction records. describe an organic reaction: reactants, conditions, products, and yield Reactants: ice water, FC=1C=C(C=CC1)O (3-fluorophenol), C(C)(=O)Cl (acetyl chloride), N1=CC=CC=C1 (pyridine). Solvent: C(Cl)Cl (methylene chloride). Yields the product C(C)(=O)OC1=CC(=CC=C1)F (m-Fluorophenyl acetate). Reaction SMILES: [F:1][C:2]1[CH:3]=[C:4]([OH:8])[CH:5]=[CH:6][CH:7]=1.N1C=CC=CC=1.[C:15](Cl)(=[O:17])[CH3:16]>C(Cl)Cl>[C:15]([O:8][C:4]1[CH:5]=[CH:6][CH:7]=[C:2]([F:1])[CH:3]=1)(=[O:17])[CH3:16]. Procedure details: A solution of 3-fluorophenol (100 g, 0.890 mol) in methylene chloride is cooled to 0° C. to 5° C., treated with pyridine (75.0 mL, 0.930 mol), stirred for several minutes, treated dropwise with acetyl chloride (66.0 mL, 0.930 mol) while maintaining the reaction mixture temperature below 17° C., stirred at ice-bath temperature for two hours, warmed to room temperature, and poured into an ice-water mixture. The organic phase is separated, washed with brine, dried over anhydrous magnesium sulfate, ...